This data is from the Open Reaction Database (ORD), a public repository of structured organic reaction records. The task is: describe an organic reaction: reactants, conditions, products, and yield Run in CC(=O)C (acetone), CC(=O)C (acetone). Reactants: CNC(=S)NC (N,N′-dimethylthiourea), BrC1C(C2=CC=C(C=C2C1)Cl)=O (2-bromo-5-chloro-1-indanone). Procedure details: 2.47 g (10 mmol) of 2-bromo-5-chloro-1-indanone are dissolved in 30 ml of acetone and, at room temperature, a solution of 1.05 g (10 mmol) of N,N′-dimethylthiourea in 10 ml of acetone is added, and the mixture is stirred at room temperature for 5 h. The precipitate is filtered off with suction and dried in vacuo. Crystallization from methanol/diethyl ether results in the hydrobromide of 6-chloro-3-methyl-2-methylimino-2,3,8,8a-tetrahydroindeno[1,2-d]thiazol-3a-ol of melting point 181-183° C. Yields the product Br.ClC1=CC=2CC3C(N(C(S3)=NC)C)(C2C=C1)O (6-Chloro-3-methyl-2-methylimino-2,3,8,8a-tetrahydroindeno[1,2-d]thiazol-3a-ol hydrobromide), ClC1=CC=2CC3C(N(C(S3)=NC)C)(C2C=C1)O (6-chloro-3-methyl-2-methylimino-2,3,8,8a-tetrahydroindeno[1,2-d]thiazol-3a-ol). Reaction SMILES: [Br:1][CH:2]1[CH2:10][C:9]2[C:4](=[CH:5][CH:6]=[C:7]([Cl:11])[CH:8]=2)[C:3]1=[O:12].[CH3:13][NH:14][C:15]([NH:17][CH3:18])=[S:16]>CC(C)=O>[BrH:1].[Cl:11][C:7]1[CH:6]=[CH:5][C:4]2[C:3]3([OH:12])[N:17]([CH3:18])[C:15](=[N:14][CH3:13])[S:16][CH:2]3[CH2:10][C:9]=2[CH:8]=1.[Cl:11][C:7]1[CH:6]=[CH:5][C:4]2[C:3]3([OH:12])[N:17]([CH3:18])[C:15](=[N:14][CH3:13])[S:16][CH:2]3[CH2:10][C:9]=2[CH:8]=1 |f:3.4|. Reaction conditions: time 5 hour.